This data is from the Open Reaction Database (ORD), a public repository of structured organic reaction records. The task is: describe an organic reaction: reactants, conditions, products, and yield Reactants: C1CCOC1, Nc1cccc(Cl)c1[N+](=O)[O-], O=C1CCC(=O)N1Br. The product is Nc1ccc(Br)c(Cl)c1[N+](=O)[O-]. Reaction SMILES: [CH2:20]1[O:21][CH2:22][CH2:23][CH2:24]1.[Cl:1][c:2]1[c:3]([N+:9](=[O:10])[O-:11])[c:4]([NH2:5])[cH:6][cH:7][cH:8]1.[O:12]=[C:13]1[N:14]([Br:19])[C:15](=[O:16])[CH2:17][CH2:18]1>>[Cl:1][c:2]1[c:3]([N+:9](=[O:10])[O-:11])[c:4]([NH2:5])[cH:6][cH:7][c:8]1[Br:19]. Starting materials: CON(C(CC(C1=CC=CC=C1)C1=CC=CC=C1)=O)C (N-methoxy-N-methyl-3,3-diphenyl-propionamide), FC1=NC=C(C(=C1)I)C (2-fluoro-4-iodo-5-picoline). Yields the product FC1=NC=C(C(=C1)C(CC(C1=CC=CC=C1)C1=CC=CC=C1)=O)C (1-(2-Fluoro-5-methyl-pyridin-4-yl)-3,3-diphenyl-propan-1-one). Reaction SMILES: CON(C)[C:4](=[O:19])[CH2:5][CH:6]([C:13]1[CH:18]=[CH:17][CH:16]=[CH:15][CH:14]=1)[C:7]1[CH:12]=[CH:11][CH:10]=[CH:9][CH:8]=1.[F:21][C:22]1[CH:27]=[C:26](I)[C:25]([CH3:29])=[CH:24][N:23]=1>>[F:21][C:22]1[CH:27]=[C:26]([C:4](=[O:19])[CH2:5][CH:6]([C:7]2[CH:8]=[CH:9][CH:10]=[CH:11][CH:12]=2)[C:13]2[CH:14]=[CH:15][CH:16]=[CH:17][CH:18]=2)[C:25]([CH3:29])=[CH:24][N:23]=1. Procedure: In analogy to example 55, step 2, the title compound was prepared from N-methoxy-N-methyl-3,3-diphenyl-propionamide and 2-fluoro-4-iodo-5-picoline (CAS RN: [153034-94-7]) as a yellow liquid, MS (ESI+): m/z=320.1 ([M+H]+). The product is ICCCC1C2=C(C=CC3=C1C=CC=C3)C=CC=C2 (5-(3-iodopropyl)-5H-dibenzo[a,d]cycloheptene). The reactants are C(C)OCCCC1(C2=C(C=CC3=C1C=CC=C3)C=CC=C2)O (5-(3-ethoxypropyl)-5-hydroxy-dibenzo[a,d]cycloheptene), II (iodine), ice water, C(C)(=O)OC(C)=O (acetic anhydride), I (hydriodic acid). As a reaction SMILES: C(O[CH2:4][CH2:5][CH2:6][C:7]1(O)[C:13]2[CH:14]=[CH:15][CH:16]=[CH:17][C:12]=2[CH:11]=[CH:10][C:9]2[CH:18]=[CH:19][CH:20]=[CH:21][C:8]1=2)C.C(OC(=O)C)(=O)C.[IH:30].II>>[I:30][CH2:4][CH2:5][CH2:6][CH:7]1[C:13]2[CH:14]=[CH:15][CH:16]=[CH:17][C:12]=2[CH:11]=[CH:10][C:9]2[CH:18]=[CH:19][CH:20]=[CH:21][C:8]1=2. Procedure: A solution of 9.25 g. (0.0314 mole) of 5-(3-ethoxypropyl)-5-hydroxy-dibenzo[a,d]cycloheptene prepared as above in 45 ml. of acetic anhydride is heated on the steam-bath for 90 minutes then cooled to 65°C. A stream of nitrogen is passed through the solution while 30 ml. of hydriodic acid (sp. gr., 1.5) is added in portions, keeping the temperature below 90°C. The solution develops a dark brown iodine color during the addition. The solution is heated to 80°C. for 30 minutes, then cooled and poured... Conditions: temperature 65 celsius. Starting materials: C(#N)[BH3-].[Na+] (sodium cyanoborohydride), aldehyde, Cl.NCC(=O)N (2-aminoacetamide hydrochloride), [OH-].[K+] (KOH), C1(CCCCC1)C[C@@H](C=O)NC(OC(C)(C)C)=O ((S)-tert-butyl 1-cyclohexyl-3-oxopropan-2-ylcarbamate). The solvent is CO (MeOH), CO (MeOH). Run at time 15 minute. Yields the product C(N)(=O)CNC[C@H](CC1CCCCC1)NC(OC(C)(C)C)=O (tert-butyl (S)-1-(carbamoylmethylamino)-3-cyclohexyl-propan-2-ylcarbamate). RXN SMILES: Cl.[NH2:2][CH2:3][C:4]([NH2:6])=[O:5].[OH-].[K+].[CH:9]1([CH2:15][C@H:16]([NH:19][C:20](=[O:26])[O:21][C:22]([CH3:25])([CH3:24])[CH3:23])[CH:17]=O)[CH2:14][CH2:13][CH2:12][CH2:11][CH2:10]1.C([BH3-])#N.[Na+]>CO>[C:4]([CH2:3][NH:2][CH2:17][C@@H:16]([NH:19][C:20](=[O:26])[O:21][C:22]([CH3:25])([CH3:24])[CH3:23])[CH2:15][CH:9]1[CH2:14][CH2:13][CH2:12][CH2:11][CH2:10]1)(=[O:5])[NH2:6] |f:0.1,2.3,5.6|. Procedure details: To a solution of 2-aminoacetamide hydrochloride (0.13 g, 1.13 mmol) in MeOH (1 mL) was added KOH (18 mg). When the solid had completely dissolved, the tert-butyl (S)-2-cyclohexyl-1-formylethylcarbamate from Step 1 was added in one portion, and the resulting suspension was stirred for 15 minutes. A solution of sodium cyanoborohydride (0.18 g, 2.7 mmol) in MeOH (1 mL) was added dropwise. The resulting solution was stirred at rt until no aldehyde remained (˜40 min). The solvent was removed under va... Starting materials: C1CCNCC1, CCO, O=C(O)CN1C(=O)CSC1=S, O=Cc1csc(NC(=O)Nc2ccccc2)n1. Yields the product O=C(O)CN1C(=O)C(=Cc2csc(NC(=O)Nc3ccccc3)n2)SC1=S. Reaction SMILES: [CH2:29]1[CH2:30][CH2:31][NH:32][CH2:33][CH2:34]1.[CH3:35][CH2:36][OH:37].[S:18]1[C:19](=[S:20])[N:21]([CH2:25][C:26](=[O:27])[OH:28])[C:22](=[O:23])[CH2:24]1.[c:1]1([NH:7][C:8]([NH:9][c:10]2[s:11][cH:12][c:13]([CH:15]=[O:16])[n:14]2)=[O:17])[cH:2][cH:3][cH:4][cH:5][cH:6]1>>[c:1]1([NH:7][C:8]([NH:9][c:10]2[s:11][cH:12][c:13]([CH:15]=[C:24]3[S:18][C:19](=[S:20])[N:21]([CH2:25][C:26](=[O:27])[OH:28])[C:22]3=[O:23])[n:14]2)=[O:17])[cH:2][cH:3][cH:4][cH:5][cH:6]1. Starting materials: O=C([O-])[O-], CN1C(=O)c2c(n[nH]c2Nc2ccccc2)N2C1=NC1CCCC12, [Cs+], [Cs+], ICC1CCOCC1, CN(C)C=O. Yields the product CN1C(=O)c2c(Nc3ccccc3)nn(CC3CCOCC3)c2N2C1=NC1CCCC12. RXN SMILES: [C:33](=[O:34])([O-:35])[O-:36].[CH3:1][N:2]1[C:3]2=[N:21][CH:20]3[CH:19]([N:4]2[c:5]2[c:6]([c:9]([NH:12][c:13]4[cH:14][cH:15][cH:16][cH:17][cH:18]4)[nH:10][n:11]2)[C:7]1=[O:8])[CH2:24][CH2:23][CH2:22]3.[Cs+:37].[Cs+:38].[I:25][CH2:26][CH:27]1[CH2:28][CH2:29][O:30][CH2:31][CH2:32]1.[O:39]=[CH:40][N:41]([CH3:42])[CH3:43]>>[CH3:1][N:2]1[C:3]2=[N:21][CH:20]3[CH:19]([N:4]2[c:5]2[c:6]([c:9]([NH:12][c:13]4[cH:14][cH:15][cH:16][cH:17][cH:18]4)[n:10][n:11]2[CH2:26][CH:27]2[CH2:28][CH2:29][O:30][CH2:31][CH2:32]2)[C:7]1=[O:8])[CH2:24][CH2:23][CH2:22]3.